This data is from the Open Reaction Database (ORD), a public repository of structured organic reaction records. The task is: describe an organic reaction: reactants, conditions, products, and yield Reactants: [N+](=O)([O-])C=1C=C(NC2=C(C(=O)NCC)C=CC=C2)C=CC1 (2-(m-nitroanilino)-N-ethylbenzamide), O1CCCC1 (tetrahydrofuran), [H-].[Na+] (sodium hydride), C(OCC)(=O)Cl (ethyl chlorocarbonate), crude product. Solvent: O (water). Conditions: time 30 minute. The product is [N+](=O)([O-])C=1C=C(C=CC1)N1C(N(C(C2=CC=CC=C12)=O)CC)=O (1-(m-nitrophenyl)-3-ethylquinazoline-2,4(1H, 3H)-dione). As a reaction SMILES: [N+:1]([C:4]1[CH:5]=[C:6]([CH:19]=[CH:20][CH:21]=1)[NH:7][C:8]1[CH:18]=[CH:17][CH:16]=[CH:15][C:9]=1[C:10]([NH:12][CH2:13][CH3:14])=[O:11])([O-:3])=[O:2].[O:22]1CCC[CH2:23]1.[H-].[Na+].C(Cl)(=O)OCC>O>[N+:1]([C:4]1[CH:5]=[C:6]([N:7]2[C:8]3[C:9](=[CH:15][CH:16]=[CH:17][CH:18]=3)[C:10](=[O:11])[N:12]([CH2:13][CH3:14])[C:23]2=[O:22])[CH:19]=[CH:20][CH:21]=1)([O-:3])=[O:2] |f:2.3|. Reported procedure: To a solution of 2.9 g of 2-(m-nitroanilino)-N-ethylbenzamide and 25 ml of tetrahydrofuran was added 1.0 g of 50 % sodium hydride, and stirring was performed for 30 minutes at room temperature. To this was added dropwise under cooling 5.4 g of ethyl chlorocarbonate, and the mixture was allowed to stand for one hour at room temperature and then refluxed for 10 hours. After the reaction was complete, the solvent was evaporated from the reaction mixture under reduced pressure, and to the residue ob...